Dataset: the Open Reaction Database (ORD), a public repository of structured organic reaction records. Task: describe an organic reaction: reactants, conditions, products, and yield Reactants: CC(C)(C)[Si](OCCOCC(Oc1ncnc2c1cnn2-c1ncccc1Cl)C(=O)Nc1ccc(C#N)cn1)(c1ccccc1)c1ccccc1, C1CCOC1, CCCC[N+](CCCC)(CCCC)CCCC, [F-]. Product: N#Cc1ccc(NC(=O)C(COCCO)Oc2ncnc3c2cnn3-c2ncccc2Cl)nc1. RXN SMILES: [C:19]([Si:20]([c:21]1[cH:22][cH:23][cH:58][cH:59][cH:60]1)([O:24][CH2:25][CH2:26][O:27][CH2:28][CH:29]([C:30](=[O:31])[NH:32][c:33]1[n:34][cH:35][c:36]([C:39]#[N:40])[cH:37][cH:38]1)[O:41][c:42]1[c:43]2[c:44]([n:45][cH:46][n:47]1)[n:48](-[c:51]1[n:52][cH:53][cH:54][cH:55][c:56]1[Cl:57])[n:49][cH:50]2)[c:61]1[cH:62][cH:63][cH:64][cH:65][cH:66]1)([CH3:67])([CH3:68])[CH3:69].[CH2:70]1[O:71][CH2:72][CH2:73][CH2:74]1.[CH3:2][CH2:3][CH2:4][CH2:5][N+:6]([CH2:7][CH2:8][CH2:9][CH3:10])([CH2:11][CH2:12][CH2:13][CH3:14])[CH2:15][CH2:16][CH2:17][CH3:18].[F-:1]>>[OH:24][CH2:25][CH2:26][O:27][CH2:28][CH:29]([C:30](=[O:31])[NH:32][c:33]1[n:34][cH:35][c:36]([C:39]#[N:40])[cH:37][cH:38]1)[O:41][c:42]1[c:43]2[c:44]([n:45][cH:46][n:47]1)[n:48](-[c:51]1[n:52][cH:53][cH:54][cH:55][c:56]1[Cl:57])[n:49][cH:50]2. Starting materials: Cc1cccc(CSc2cccc(OCc3ccc4ccccc4n3)c2)c1C(=O)OCC(C)C, O=C(OO)c1cccc(Cl)c1, ClCCl. Product: Cc1cccc(CS(=O)c2cccc(OCc3ccc4ccccc4n3)c2)c1C(=O)OCC(C)C. Reaction SMILES: [CH3:12][c:13]1[c:14]([C:15](=[O:16])[O:17][CH2:18][CH:19]([CH3:20])[CH3:21])[c:22]([CH2:26][S:27][c:28]2[cH:29][c:30]([O:34][CH2:35][c:36]3[n:37][c:38]4[cH:39][cH:40][cH:41][cH:42][c:43]4[cH:44][cH:45]3)[cH:31][cH:32][cH:33]2)[cH:23][cH:24][cH:25]1.[Cl:1][c:2]1[cH:3][cH:4][cH:5][c:6]([C:7]([O:8][OH:10])=[O:9])[cH:11]1.[Cl:46][CH2:47][Cl:48]>>[O:9]=[S:27]([CH2:26][c:22]1[c:14]([C:15](=[O:16])[O:17][CH2:18][CH:19]([CH3:20])[CH3:21])[c:13]([CH3:12])[cH:25][cH:24][cH:23]1)[c:28]1[cH:29][c:30]([O:34][CH2:35][c:36]2[n:37][c:38]3[cH:39][cH:40][cH:41][cH:42][c:43]3[cH:44][cH:45]2)[cH:31][cH:32][cH:33]1. The reactants are CC1=CC=C(C=C1)C1=CC(=CC(=C1)OC=1SC=CN1)C(=O)OC (methyl 4′-methyl-5-(thiazol-2-yloxy)biphenyl-3-carboxylate), [OH-].[Li+] (lithium hydroxide), Cl (HCl). Run in O1CCCC1 (tetrahydrofuran). Run at time 8 hour. The product is CC1=CC=C(C=C1)C1=CC(=CC(=C1)OC=1SC=CN1)C(=O)O (4′-Methyl-5-(thiazol-2-yloxy)biphenyl-3-carboxylic acid). RXN SMILES: [CH3:1][C:2]1[CH:7]=[CH:6][C:5]([C:8]2[CH:13]=[C:12]([O:14][C:15]3[S:16][CH:17]=[CH:18][N:19]=3)[CH:11]=[C:10]([C:20]([O:22]C)=[O:21])[CH:9]=2)=[CH:4][CH:3]=1.[OH-].[Li+].Cl>O1CCCC1>[CH3:1][C:2]1[CH:3]=[CH:4][C:5]([C:8]2[CH:13]=[C:12]([O:14][C:15]3[S:16][CH:17]=[CH:18][N:19]=3)[CH:11]=[C:10]([C:20]([OH:22])=[O:21])[CH:9]=2)=[CH:6][CH:7]=1 |f:1.2|. Reported procedure: To a stirred solution of methyl 4′-methyl-5-(thiazol-2-yloxy)biphenyl-3-carboxylate (560 mg, 1.6 mmol) in tetrahydrofuran (20 mL) was added 2.5 M aqueous lithium hydroxide solution (6.7 mL, 17 mmol). After being stirred at room temperature overnight, the mixture was acidified to pH=5 by addition of 2N aq. HCl and extracted with EtOAc. The organic layer was dried over sodium sulfate, and concentrated to afford the title product. 1H NMR (CD3OD, 400 MHz): 8.18 (t, 1H, J=1.6 Hz), 7.82 (dd, 1H, J=2.4... The reactants are Cl (hydrochloric acid), C1[C@H](ON=C1Cl)[C@@H](C(=O)O)N (AT-125), C1(=CC=CC=2C3=CC=CC=C3CC12)COC(=O)Cl (fluorenylmethylchloroformate), C([O-])(O)=O.[K+] (potassium bicarbonate). Solvent: O (water). Reaction conditions: time 20 hour. Yields the product ClC1=NOC(C1)C(C(=O)O)NC(=O)OCC1C2=CC=CC=C2C=2C=CC=CC12 (3-chloro-α-[[(9H-fluoren-9-ylmethoxy)carbonyl]amino]-4,5-dihydro-5-isoxazoleacetic acid). As a reaction SMILES: [CH2:1]1[C:5]([Cl:6])=[N:4][O:3][C@@H:2]1[C@H:7]([NH2:11])[C:8]([OH:10])=[O:9].[C:12]1([CH2:25][O:26][C:27](Cl)=[O:28])[C:24]2[CH2:23][C:22]3[C:17](=[CH:18][CH:19]=[CH:20][CH:21]=3)[C:16]=2[CH:15]=[CH:14][CH:13]=1.C(=O)(O)[O-].[K+].Cl>O>[Cl:6][C:5]1[CH2:1][CH:2]([CH:7]([NH:11][C:27]([O:26][CH2:25][CH:12]2[C:24]3[CH:16]=[CH:17][CH:18]=[CH:19][C:23]=3[C:22]3[C:13]2=[CH:14][CH:15]=[CH:20][CH:21]=3)=[O:28])[C:8]([OH:10])=[O:9])[O:3][N:4]=1 |f:2.3|. Procedure details: A mixture of AT-125 (178 mg; 1 mmole), 9 fluorenylmethylchloroformate (285 mg, 1.1 mmole), and potassium bicarbonate (370 mg; 3.7 mmole) in 5 ml of water was stirred for 20 hours at room temperature. The gelatinous mixture is acidified to pH 2 with hydrochloric acid, evaporated to dryness under reduced pressure, and extracted with acetone. The acetone extracts are adsorbed onto silica gel and chromatographed on 40 g of silica gel with methylene chloride:isopropanol:acetic acid (100:3:1). Fractio... The reactants are CC(=O)OC(C)=O, Cl, NC(=O)c1ccc(OCCNCC(O)COc2cccc(N)c2)cc1, [Na+], [OH-], O. Product: CC(=O)Nc1cccc(OCC(O)CNCCOc2ccc(C(N)=O)cc2)c1. As a reaction SMILES: [CH3:27][C:28](=[O:29])[O:30][C:31](=[O:32])[CH3:33].[ClH:26].[NH2:1][c:2]1[cH:3][c:4]([O:5][CH2:6][CH:7]([CH2:8][NH:9][CH2:10][CH2:11][O:12][c:13]2[cH:14][cH:15][c:16]([C:19]([NH2:20])=[O:21])[cH:17][cH:18]2)[OH:22])[cH:23][cH:24][cH:25]1.[Na+:35].[OH-:34].[OH2:36]>>[NH:1]([c:2]1[cH:3][c:4]([O:5][CH2:6][CH:7]([CH2:8][NH:9][CH2:10][CH2:11][O:12][c:13]2[cH:14][cH:15][c:16]([C:19]([NH2:20])=[O:21])[cH:17][cH:18]2)[OH:22])[cH:23][cH:24][cH:25]1)[C:28]([CH3:27])=[O:29]. Reactants: C1(=CC=CC=C1)P(C1=CC=CC=C1)C1=CC=CC=C1 (triphenyl phosphine), C1(CC1)N1CC2=CC=C(C=C2C(C1)(C)C)C=O (2-cyclopropyl-4,4-dimethyl-1,2,3,4-tetrahydroisoquinoline-6-carboxaldehyde), C1(CC1)N1CC2=CC=C(C=C2C(C1)(C)C)C=O (2-cyclopropyl-4,4-dimethyl-1,2,3,4-tetrahydroisoquinoline-6-carboxaldehyde), C(Br)(Br)(Br)Br (carbon tetrabromide), C(C)(=O)OCC (ethyl acetate). The solvent is ClCCl (dichloromethane), ClCCl (dichloromethane), CCCCCC (hexane). Run at time 0.5 hour. The product is BrC(=CC=1C=C2C(CN(CC2=CC1)C1CC1)(C)C)Br (6-(2,2-Dibromo-vinyl)-2-cyclopropyl-4,4-dimethyl-1,2,3,4-tetrahydroisoquinoline), oil. Isolated yield 82.0%. As a reaction SMILES: C1(P(C2C=CC=CC=2)C2C=CC=CC=2)C=CC=CC=1.[C:20]([Br:24])(Br)(Br)[Br:21].[CH:25]1([N:28]2[CH2:37][C:36]([CH3:39])([CH3:38])[C:35]3[C:30](=[CH:31][CH:32]=[C:33]([CH:40]=O)[CH:34]=3)[CH2:29]2)[CH2:27][CH2:26]1.C(OCC)(=O)C>ClCCl.CCCCCC>[Br:21][C:20]([Br:24])=[CH:40][C:33]1[CH:34]=[C:35]2[C:30](=[CH:31][CH:32]=1)[CH2:29][N:28]([CH:25]1[CH2:26][CH2:27]1)[CH2:37][C:36]2([CH3:39])[CH3:38]. Procedure details: A stirred, cooled (ice-bath) solution of triphenyl phosphine (0.53 g, 2 mmol) in anhydrous dichloromethane was treated with carbon tetrabromide (0.35 g, 1 mmol) under argon. After 0.5 h, a solution of 2-cyclopropyl-4,4-dimethyl-1,2,3,4-tetrahydroisoquinoline-6-carboxaldehyde (Intermediate 25, 0.13 g, 0.57 mmol) in dichloromethane (2 mL) was cannulated into the reaction mixture. After 1.5 h between 0° C. and 10° C., the reaction mixture was subjected to flash column chromatography over silica gel... Starting materials: F[B-](F)(F)F, CCN(C(C)C)C(C)C, CCOC(C)=O, CCNCc1ccccc1F, CN(C)C=O, O=C(O)CCc1ccc(O)cc1, CN(C)C(On1nnc2ccccc21)=[N+](C)C. Yields the product CCN(Cc1ccccc1F)C(=O)CCc1ccc(O)cc1. As a reaction SMILES: [B-:24]([F:25])([F:26])([F:27])[F:28].[CH2:46]([N:47]([CH:48]([CH3:49])[CH3:50])[CH:51]([CH3:52])[CH3:53])[CH3:54].[CH3:60][CH2:61][O:62][C:63]([CH3:64])=[O:65].[F:1][c:2]1[c:3]([CH2:4][NH:5][CH2:6][CH3:7])[cH:8][cH:9][cH:10][cH:11]1.[O:55]=[CH:56][N:57]([CH3:58])[CH3:59].[OH:12][C:13](=[O:14])[CH2:15][CH2:16][c:17]1[cH:18][cH:19][c:20]([OH:21])[cH:22][cH:23]1.[n:29]1([O:30][C:31]([N:32]([CH3:33])[CH3:34])=[N+:35]([CH3:36])[CH3:37])[c:38]2[cH:39][cH:40][cH:41][cH:42][c:43]2[n:44][n:45]1>>[F:1][c:2]1[c:3]([CH2:4][N:5]([CH2:6][CH3:7])[C:13](=[O:12])[CH2:15][CH2:16][c:17]2[cH:18][cH:19][c:20]([OH:21])[cH:22][cH:23]2)[cH:8][cH:9][cH:10][cH:11]1. Starting materials: COCCN, O=C(Cl)c1ccc(Oc2ccc(Cl)cc2[N+](=O)[O-])cc1, ClCCl. The product is COCCNC(=O)c1ccc(Oc2ccc(Cl)cc2[N+](=O)[O-])cc1. RXN SMILES: [CH3:21][O:22][CH2:23][CH2:24][NH2:25].[Cl:1][c:2]1[cH:3][c:4]([N+:18](=[O:19])[O-:20])[c:5]([O:6][c:7]2[cH:8][cH:9][c:10]([C:11](=[O:12])[Cl:13])[cH:14][cH:15]2)[cH:16][cH:17]1.[Cl:26][CH2:27][Cl:28]>>[Cl:1][c:2]1[cH:3][c:4]([N+:18](=[O:19])[O-:20])[c:5]([O:6][c:7]2[cH:8][cH:9][c:10]([C:11](=[O:12])[NH:25][CH2:24][CH2:23][O:22][CH3:21])[cH:14][cH:15]2)[cH:16][cH:17]1.